Dataset: the Open Reaction Database (ORD), a public repository of structured organic reaction records. Task: describe an organic reaction: reactants, conditions, products, and yield Reactants: [N+](=O)([O-])C1=CC=C(C=C1)NC1=NC=2C(=NC=CC2)N1CC(=O)OCC (ethyl {2-[(4-nitrophenyl)amino]-3H-imidazo[4,5-b]pyridin-3-yl}acetate), [BH4-].[Li+] (lithium borohydride). The solvent is C1CCOC1 (THF). Product: [N+](=O)([O-])C1=CC=C(C=C1)NC1=NC=2C(=NC=CC2)N1CCO (2-{2-[(4-nitrophenyl)amino]-3H-imidazo[4,5-b]pyridin-3-yl}ethanol). Yield: 69.7%. RXN SMILES: [N+:1]([C:4]1[CH:9]=[CH:8][C:7]([NH:10][C:11]2[N:19]([CH2:20][C:21](OCC)=[O:22])[C:14]3=[N:15][CH:16]=[CH:17][CH:18]=[C:13]3[N:12]=2)=[CH:6][CH:5]=1)([O-:3])=[O:2].[BH4-].[Li+]>C1COCC1>[N+:1]([C:4]1[CH:9]=[CH:8][C:7]([NH:10][C:11]2[N:19]([CH2:20][CH2:21][OH:22])[C:14]3=[N:15][CH:16]=[CH:17][CH:18]=[C:13]3[N:12]=2)=[CH:6][CH:5]=1)([O-:3])=[O:2] |f:1.2|. Reported procedure: To a suspension of ethyl {2-[(4-nitrophenyl)amino]-3H-imidazo[4,5-b]pyridin-3-yl}acetate (3.6 g) in THF (120 mL) was added lithium borohydride (0.77 g) at room temperature, and the mixture was refluxed for 2 h. The mixture was cooled to room temperature, quenched with water and extracted with AcOEt. The organic layer was dried over Na2SO4, filtered and concentrated under reduced pressure. The residue was purified by column chromatography (silica gel, eluted with 50%-100% AcOEt in hexane) to give... Starting materials: C(C1=CC=CC=C1)ON1C(NCC1)=NC1=C(C(=CC=C1Cl)OC)Cl (1-(benzyloxy)-2-(2,6-dichloro-3-methoxyphenyl)imino-imidazolidine), Cl (hydrochloric acid). Reagents/catalysts: [Pd] (palladium/carbon). Solvent: C(C)O (ethanol). Conditions: time 2 hour. Product: Cl.ClC1=C(C(=CC=C1OC)Cl)N=C1N(CCN1)O (2-[(2,6-dichloro-3-methoxyphenyl)imino]-1-hydroxyimidazolidine hydrochloride). Reaction SMILES: C([O:8][N:9]1[CH2:13][CH2:12][NH:11][C:10]1=[N:14][C:15]1[C:20]([Cl:21])=[CH:19][CH:18]=[C:17]([O:22][CH3:23])[C:16]=1[Cl:24])C1C=CC=CC=1.Cl>C(O)C.[Pd]>[ClH:21].[Cl:24][C:16]1[C:17]([O:22][CH3:23])=[CH:18][CH:19]=[C:20]([Cl:21])[C:15]=1[N:14]=[C:10]1[NH:11][CH2:12][CH2:13][N:9]1[OH:8] |f:4.5|. Procedure: A solution of 20.14 g of 1-(benzyloxy)-2-(2,6-dichloro-3-methoxyphenyl)imino-imidazolidine in 100 ml of ethanol is treated with 6.5 ml of concentrated hydrochloric acid and 1.0 g of palladium/carbon and hydrogenated at room temperature. After 2 hours, the solution is filtered and the filtrate is evaporated in vacuo. The residual material is taken up in acetone and heated to boiling under reflux. There is obtained 2-[(2,6-dichloro-3-methoxyphenyl)imino]-1-hydroxyimidazolidine hydrochloride of mel... Reactants: CCNC1CNC1, CN(C)C=O, CN1CCCC1, CCO, Cl, Cl, Nc1nc(-n2cc(C(=O)O)c(=O)c3cc(F)c(F)c(Cl)c32)c(F)cc1F. The product is CCNC1CN(c2c(F)cc3c(=O)c(C(=O)O)cn(-c4nc(N)c(F)cc4F)c3c2Cl)C1. RXN SMILES: [CH2:34]([CH3:35])[NH:36][CH:37]1[CH2:38][NH:39][CH2:40]1.[CH3:1][N:2]([CH3:3])[CH:4]=[O:5].[CH3:41][N:42]1[CH2:43][CH2:44][CH2:45][CH2:46]1.[CH3:47][CH2:48][OH:49].[ClH:32].[ClH:33].[NH2:6][c:7]1[c:8]([F:31])[cH:9][c:10]([F:30])[c:11](-[n:13]2[cH:14][c:15]([C:27](=[O:28])[OH:29])[c:16](=[O:26])[c:17]3[cH:18][c:19]([F:25])[c:20]([F:24])[c:21]([Cl:23])[c:22]23)[n:12]1>>[NH2:6][c:7]1[c:8]([F:31])[cH:9][c:10]([F:30])[c:11](-[n:13]2[cH:14][c:15]([C:27](=[O:28])[OH:29])[c:16](=[O:26])[c:17]3[cH:18][c:19]([F:25])[c:20]([N:39]4[CH2:38][CH:37]([NH:36][CH2:34][CH3:35])[CH2:40]4)[c:21]([Cl:23])[c:22]23)[n:12]1. Reactants: CCOC(=O)c1cnc2nc(C)c(Br)cc2c1O, CCOC(C)=O, NCc1ccc(Cl)cc1. The product is Cc1nc2ncc(C(=O)NCc3ccc(Cl)cc3)c(O)c2cc1Br. Reaction SMILES: [Br:1][c:2]1[cH:3][c:4]2[c:5]([OH:18])[c:6]([C:13]([O:15][CH2:14][CH3:16])=[O:17])[cH:7][n:8][c:9]2[n:10][c:11]1[CH3:12].[CH3:28][CH2:29][O:30][C:31]([CH3:32])=[O:33].[Cl:19][c:20]1[cH:21][cH:22][c:23]([CH2:24][NH2:25])[cH:26][cH:27]1>>[Br:1][c:2]1[cH:3][c:4]2[c:5]([OH:18])[c:6]([C:13](=[O:15])[NH:25][CH2:24][c:23]3[cH:22][cH:21][c:20]([Cl:19])[cH:27][cH:26]3)[cH:7][n:8][c:9]2[n:10][c:11]1[CH3:12]. Yields the product BrC1=C(OCCCCl)C=CC(=C1)C#N (3-(2-bromo-4-cyanophenoxy)propyl chloride). Procedure: A mixture of 2-bromo-4-cyanophenol (3.96 g), 3-bromopropyl chloride (3.46 g), dimethylformamide (20 ml) and anhydrous potassium carbonate (3 g) was heated at 100° C. for 0.5 hour. The inorganic salt was filtered off, and the filtrate was concentrated. The residue was chromatographed on a column of silica gel (90 g), and eluted with a solution of n-hexane-chloroform-acetone (20:10:1) to give 3-(2-bromo-4-cyanophenoxy)propyl chloride as a colorless oil (4.15 g). Reactants: BrC1=C(C=CC(=C1)C#N)O (2-bromo-4-cyanophenol), BrCCCCl (3-bromopropyl chloride), C([O-])([O-])=O.[K+].[K+] (potassium carbonate). The solvent is CN(C=O)C (dimethylformamide). Yield: 75.6%. Reaction conditions: temperature 100 celsius. RXN SMILES: [Br:1][C:2]1[CH:7]=[C:6]([C:8]#[N:9])[CH:5]=[CH:4][C:3]=1[OH:10].Br[CH2:12][CH2:13][CH2:14][Cl:15].C(=O)([O-])[O-].[K+].[K+]>CN(C)C=O>[Br:1][C:2]1[CH:7]=[C:6]([C:8]#[N:9])[CH:5]=[CH:4][C:3]=1[O:10][CH2:12][CH2:13][CH2:14][Cl:15] |f:2.3.4|. The reactants are CN(C)C=O, [Cl-], O=C1CCC(=O)N1Cl, [Na+], CC12CC(c3ccc(OCc4ccccc4)cc3)C3=C4CCC(=O)C=C4CCC3C1CCC2=O. The product is CC12CC(c3ccc(OCc4ccccc4)cc3)C3=C4CCC(=O)C(Cl)=C4CCC3C1CCC2=O. RXN SMILES: [CH3:45][N:46]([CH3:47])[CH:48]=[O:49].[Cl-:43].[Cl:1][N:2]1[C:3](=[O:4])[CH2:5][CH2:6][C:7]1=[O:8].[Na+:44].[c:9]1([CH2:15][O:16][c:17]2[cH:18][cH:19][c:20]([CH:23]3[C:24]4=[C:25]5[CH2:26][CH2:27][C:28](=[O:42])[CH:29]=[C:30]5[CH2:31][CH2:32][CH:33]4[CH:34]4[CH2:35][CH2:36][C:37](=[O:41])[C:38]4([CH3:39])[CH2:40]3)[cH:21][cH:22]2)[cH:10][cH:11][cH:12][cH:13][cH:14]1>>[Cl:1][C:29]1=[C:30]2[C:25](=[C:24]3[CH:23]([c:20]4[cH:19][cH:18][c:17]([O:16][CH2:15][c:9]5[cH:10][cH:11][cH:12][cH:13][cH:14]5)[cH:22][cH:21]4)[CH2:40][C:38]4([CH3:39])[CH:34]([CH:33]3[CH2:32][CH2:31]2)[CH2:35][CH2:36][C:37]4=[O:41])[CH2:26][CH2:27][C:28]1=[O:42].